From a dataset of the Open Reaction Database (ORD), a public repository of structured organic reaction records. describe an organic reaction: reactants, conditions, products, and yield Reactants: C1(CC1)N(C1CCC(CC1)C(=O)OCC)C1COC1 (ethyl 4-(cyclopropyl(oxetan-3-yl)amino)cyclohexanecarboxylate), [H-].[Al+3].[Li+].[H-].[H-].[H-] (lithium aluminum hydride), [OH-].[Na+] (NaOH). The solvent is C(C)(=O)OCC (ethyl acetate), O1CCCC1 (tetrahydrofuran). Run at time 8 hour. The product is C1(CC1)N(C1CCC(CC1)CO)C1COC1 ((4-(cyclopropyl(oxetan-3-yl)amino)cyclohexyl)methanol). Reaction SMILES: [CH:1]1([N:4]([CH:16]2[CH2:19][O:18][CH2:17]2)[CH:5]2[CH2:10][CH2:9][CH:8]([C:11](OCC)=[O:12])[CH2:7][CH2:6]2)[CH2:3][CH2:2]1.[H-].[Al+3].[Li+].[H-].[H-].[H-].[OH-].[Na+]>O1CCCC1.C(OCC)(=O)C>[CH:1]1([N:4]([CH:16]2[CH2:19][O:18][CH2:17]2)[CH:5]2[CH2:6][CH2:7][CH:8]([CH2:11][OH:12])[CH2:9][CH2:10]2)[CH2:2][CH2:3]1 |f:1.2.3.4.5.6,7.8|. Reported procedure: To a solution of EXAMPLE 329B (1.2 g) in tetrahydrofuran (20 mL) was added lithium aluminum hydride (0.681 g). The mixture was stirred overnight. 2N aqueous NaOH solution was added dropwise to the reaction mixture. The mixture was then diluted with ethyl acetate (300 mL) and washed with water, brine and dried over Na2SO4. Filtration and evaporation of the solvent gave the title compound. Reactants: BrC=1C=C2C3=NC(=C(N3C3CC(C2=CC1F)C3)C(=O)NC)C(=O)N (9-Bromo-10-fluoro-3-N-methyl-2,5-diazatetracyclo[11.1.1.0[2,6].0[7,12]]pentadeca-3,5,7,9,11-pentaene-3,4-dicarboxamide), CC1=CC(=NO1)[C@@](C)(C#C)O ((2R)-2-(5-methylisoxazol-3-yl)but-3-yn-2-ol). Yields the product FC1=C(C=C2C3=NC(=C(N3C3CC(C2=C1)C3)C(=O)NC)C(=O)N)C#C[C@](C)(C3=NOC(=C3)C)O (10-fluoro-9-[(3R)-3-hydroxy-3-(5-methyl-1,2-oxazol-3-yl)but-1-yn-1-yl]-3-N-methyl-2,5-diazatetracyclo[11.1.1.0[2,6].0[7,12]]pentadeca-3,5,7,9,11-pentaene-3,4-dicarboxamide). RXN SMILES: Br[C:2]1[CH:3]=[C:4]2[C:13](=[CH:14][C:15]=1[F:16])[CH:12]1[CH2:17][CH:10]([CH2:11]1)[N:9]1[C:5]2=[N:6][C:7]([C:22]([NH2:24])=[O:23])=[C:8]1[C:18]([NH:20][CH3:21])=[O:19].[CH3:25][C:26]1[O:30][N:29]=[C:28]([C@:31]([OH:35])([C:33]#[CH:34])[CH3:32])[CH:27]=1>>[F:16][C:15]1[CH:14]=[C:13]2[C:4]([C:5]3[N:9]([CH:10]4[CH2:17][CH:12]2[CH2:11]4)[C:8]([C:18]([NH:20][CH3:21])=[O:19])=[C:7]([C:22]([NH2:24])=[O:23])[N:6]=3)=[CH:3][C:2]=1[C:34]#[C:33][C@@:31]([OH:35])([C:28]1[CH:27]=[C:26]([CH3:25])[O:30][N:29]=1)[CH3:32]. Procedure details: 9-Bromo-10-fluoro-3-N-methyl-2,5-diazatetracyclo[11.1.1.0[2,6].0[7,12]]pentadeca-3,5,7,9,11-pentaene-3,4-dicarboxamide (125 mg) was reacted with (2R)-2-(5-methylisoxazol-3-yl)but-3-yn-2-ol similar to as described in Procedure E to afford 19.5 mg of 10-fluoro-9-[(3R)-3-hydroxy-3-(5-methyl-1,2-oxazol-3-yl)but-1-yn-1-yl]-3-N-methyl-2,5-diazatetracyclo[11.1.1.0[2,6].0[7,12]]pentadeca-3,5,7,9,11-pentaene-3,4-dicarboxamide following reverse phase hplc purification. MS (Q1) 464 (M)+. 1H NMR (400 MHz, D... RXN SMILES: S(=O)(=O)(O)O.Br[C:7]1[CH:24]=[CH:23][C:22]2[C:21]3[C:16](=[CH:17][CH:18]=[CH:19][CH:20]=3)[C:15]3[C:10](=[CH:11][CH:12]=[CH:13][CH:14]=3)[C:9]=2[CH:8]=1.[C:25]1([NH:31][C:32]2[CH:37]=[CH:36][CH:35]=[CH:34][CH:33]=2)[CH:30]=[CH:29][CH:28]=[CH:27][CH:26]=1.C(=O)([O-])[O-].[K+].[K+]>[Cu].O>[C:32]1([N:31]([C:25]2[CH:26]=[CH:27][CH:28]=[CH:29][CH:30]=2)[C:7]2[CH:24]=[CH:23][C:22]3[C:21]4[C:16](=[CH:17][CH:18]=[CH:19][CH:20]=4)[C:15]4[C:10](=[CH:11][CH:12]=[CH:13][CH:14]=4)[C:9]=3[CH:8]=2)[CH:33]=[CH:34][CH:35]=[CH:36][CH:37]=1 |f:3.4.5|. Reagents/catalysts: [Cu] (copper). Procedure: Triphenylene and N-bromosuccinimide were introduced to mixture (4:1) of water and sulfuric acid and stirred for five hours at 60° C. The object compound was extracted from the reacted solution using toluene and neutralized with 5% sodium hydrogencarbonate solution. After drying the compound by using magnesium sulfate, coarse crystals of the compound, left after evaporation of the solvent, were recrystallized from the toluene-hexane mixed solvent, to prepare 2-bromotriphenylene compound. Thereaft... Product: C1(=CC=CC=C1)N(C1=CC=2C3=CC=CC=C3C3=CC=CC=C3C2C=C1)C1=CC=CC=C1 (2-diphenylaminotriphenylene). The reactants are Triphenylene and N-bromosuccinimide, S(O)(O)(=O)=O (sulfuric acid), BrC1=CC=2C3=CC=CC=C3C3=CC=CC=C3C2C=C1 (2-bromotriphenylene), C1(=CC=CC=C1)NC1=CC=CC=C1 (diphenylamine), C([O-])([O-])=O.[K+].[K+] (potassium carbonate). Conditions: temperature 60 celsius, time 5 hour. Run in O (water).